This data is from the Open Reaction Database (ORD), a public repository of structured organic reaction records. The task is: describe an organic reaction: reactants, conditions, products, and yield Product: CC(C)(C)OC(=O)NC1CNCCN(CC(F)(F)F)C1=O. Reactants: CC(C)(C)OC(=O)NC1CN(C(=O)OCc2ccccc2)CCN(CC(F)(F)F)C1=O, CCO. As a reaction SMILES: [C:1]([CH3:2])([CH3:3])([CH3:4])[O:5][C:6](=[O:7])[NH:8][CH:9]1[C:10](=[O:31])[N:11]([CH2:26][C:27]([F:28])([F:29])[F:30])[CH2:12][CH2:13][N:14]([C:16]([O:17][CH2:18][c:19]2[cH:20][cH:21][cH:22][cH:23][cH:24]2)=[O:25])[CH2:15]1.[CH3:32][CH2:33][OH:34]>>[C:1]([CH3:2])([CH3:3])([CH3:4])[O:5][C:6](=[O:7])[NH:8][CH:9]1[C:10](=[O:31])[N:11]([CH2:26][C:27]([F:28])([F:29])[F:30])[CH2:12][CH2:13][NH:14][CH2:15]1. The reactants are C(CCC)OCCOC1=CC=C(C=C1)C=1C=CC2=C(C=C(CCN2C2=CC=C(C=C2)S(N)(=O)=O)C(=O)O)C1 (7-[4-(2-butoxyethoxy)phenyl]-1-(4-sulfamoylphenyl)-2,3-dihydro-1H-1-benzazepine-4-carboxylic acid), Cl.C(C)N=C=NCCCN(C)C (1-ethyl-3-(3-dimethylaminopropyl)carbodiimide hydrochloride), Cl.Cl.CN(C1CCOCC1)CC1=CC=C(N)C=C1 (4-[N-methyl-N-(tetrahydro-2H-pyran-4-yl)aminomethyl]aniline dihydrochloride), ON1N=NC2=C1C=CC=C2 (1-hydroxybenzotriazole). The reagents and catalysts are CN(C1=CC=NC=C1)C (4-dimethylaminopyridine). Run in CN(C)C=O (DMF), C(C)N(CC)CC (triethylamine). Run at time 8 hour. Product: C(CCC)OCCOC1=CC=C(C=C1)C=1C=CC2=C(C=C(CCN2C2=CC=C(C=C2)S(N)(=O)=O)C(=O)NC2=CC=C(C=C2)CN(C2CCOCC2)C)C1 (7-[4-(2-butoxyethoxy)phenyl]-N-[4-[[N-methyl-N-(tetrahydro-2H-pyran-4-yl)amino]methyl]phenyl]-1-(4-sulfamoylphenyl)-2,3-dihydro-1H-1-benzazepine-4-carboxamide). Isolated yield 41.2%. Reaction SMILES: [CH2:1]([O:5][CH2:6][CH2:7][O:8][C:9]1[CH:14]=[CH:13][C:12]([C:15]2[CH:16]=[CH:17][C:18]3[N:24]([C:25]4[CH:30]=[CH:29][C:28]([S:31](=[O:34])(=[O:33])[NH2:32])=[CH:27][CH:26]=4)[CH2:23][CH2:22][C:21]([C:35](O)=[O:36])=[CH:20][C:19]=3[CH:38]=2)=[CH:11][CH:10]=1)[CH2:2][CH2:3][CH3:4].Cl.Cl.[CH3:41][N:42]([CH2:49][C:50]1[CH:56]=[CH:55][C:53]([NH2:54])=[CH:52][CH:51]=1)[CH:43]1[CH2:48][CH2:47][O:46][CH2:45][CH2:44]1.ON1C2C=CC=CC=2N=N1.Cl.C(N=C=NCCCN(C)C)C>CN(C=O)C.CN(C)C1C=CN=CC=1.C(N(CC)CC)C>[CH2:1]([O:5][CH2:6][CH2:7][O:8][C:9]1[CH:14]=[CH:13][C:12]([C:15]2[CH:16]=[CH:17][C:18]3[N:24]([C:25]4[CH:26]=[CH:27][C:28]([S:31](=[O:34])(=[O:33])[NH2:32])=[CH:29][CH:30]=4)[CH2:23][CH2:22][C:21]([C:35]([NH:54][C:53]4[CH:55]=[CH:56][C:50]([CH2:49][N:42]([CH3:41])[CH:43]5[CH2:48][CH2:47][O:46][CH2:45][CH2:44]5)=[CH:51][CH:52]=4)=[O:36])=[CH:20][C:19]=3[CH:38]=2)=[CH:11][CH:10]=1)[CH2:2][CH2:3][CH3:4] |f:1.2.3,5.6|. Reported procedure: In DMF (20 ml) were suspended 7-[4-(2-butoxyethoxy)phenyl]-1-(4-sulfamoylphenyl)-2,3-dihydro-1H-1-benzazepine-4-carboxylic acid (0.15 g), 4-[N-methyl-N-(tetrahydro-2H-pyran-4-yl)aminomethyl]aniline dihydrochloride (0.11 g) and 1-hydroxybenzotriazole (0.06 g). Under ice-cooling, to the suspension were added 1-ethyl-3-(3-dimethylaminopropyl)carbodiimide hydrochloride (0.16 g), triethylamine (0.2 ml) and 4-dimethylaminopyridine (catalytic amount), and the mixture was stirred at room temperature ove... The reactants are C(C1=CC=CC=C1)NC(C(C(=O)O)CC1=CC=C(C=C1)C#N)=O (N-benzyl-2-(R,S)-(4-cyano-benzyl)-malonamic acid), COC([C@H](C1CCCCC1)N)=O ((S)-amino-cyclohexyl-acetic acid methyl ester), C(C)(C)N(CC)C(C)C (diisopropylethyl-amine), ON1N=NC2=C(C1=O)C=CC=C2 (3-hydroxy-3H-benzo[d][1,2,3]triazin-4-one), C1(CCCCC1)N=C=NC1CCCCC1 (dicyclohexyl-carbodiimide), NC(=O)N (urea). The solvent is CN(C=O)C (dimethylformamide), C1(=CC=CC=C1)C (toluene). Product: COC([C@H](C1CCCCC1)NC(C(CC1=CC=C(C=C1)C#N)C(NCC1=CC=CC=C1)=O)=O)=O ([2-(R,S)-Benzylcarbamoyl-3-(4-cyano-phenyl)-propionylamino]-(S)-cyclohexyl-acetic Acid Methyl Ester). Yield: 66.3%. RXN SMILES: [CH2:1]([NH:8][C:9](=[O:23])[CH:10]([CH2:14][C:15]1[CH:20]=[CH:19][C:18]([C:21]#[N:22])=[CH:17][CH:16]=1)[C:11](O)=[O:12])[C:2]1[CH:7]=[CH:6][CH:5]=[CH:4][CH:3]=1.[CH3:24][O:25][C:26](=[O:35])[C@@H:27]([NH2:34])[CH:28]1[CH2:33][CH2:32][CH2:31][CH2:30][CH2:29]1.C(N(C(C)C)CC)(C)C.ON1C(=O)C2C=CC=CC=2N=N1.C1(N=C=NC2CCCCC2)CCCCC1.NC(N)=O>C1(C)C=CC=CC=1.CN(C)C=O>[CH3:24][O:25][C:26](=[O:35])[C@@H:27]([NH:34][C:11](=[O:12])[CH:10]([C:9](=[O:23])[NH:8][CH2:1][C:2]1[CH:7]=[CH:6][CH:5]=[CH:4][CH:3]=1)[CH2:14][C:15]1[CH:20]=[CH:19][C:18]([C:21]#[N:22])=[CH:17][CH:16]=1)[CH:28]1[CH2:29][CH2:30][CH2:31][CH2:32][CH2:33]1. Procedure details: A solution of N-benzyl-2-(R,S)-(4-cyano-benzyl)-malonamic acid (10 g, 32.4 mmol), (S)-amino-cyclohexyl-acetic acid methyl ester (5.94 g, 34.7 mmol), diisopropylethyl-amine (6.45 ml, 37.9 mmol), 3-hydroxy-3H-benzo[d][1,2,3]triazin-4-one (1.32 g, 8.1 mmol), and dimethylformamide (100 ml) was cooled to 10° C. A solution of dicyclohexyl-carbodiimide (7.83 g, 37.9 mmol) in toluene (10 ml) was added dropwise and the reaction mixture stand over night. The precipitated urea was sucked off, the filtrate ...